This data is from the Open Reaction Database (ORD), a public repository of structured organic reaction records. The task is: describe an organic reaction: reactants, conditions, products, and yield Reactants: CCOC(=O)NN, Cc1ccccc1, CC(=O)c1ccc(Cl)cc1C, O, Cc1ccc(S(=O)(=O)O)cc1. Yields the product CCOC(=O)NN=C(C)c1ccc(Cl)cc1C. Reaction SMILES: [C:1]([NH:2][NH2:3])(=[O:4])[O:5][CH2:6][CH3:7].[CH3:31][c:32]1[cH:33][cH:34][cH:35][cH:36][cH:37]1.[Cl:20][c:21]1[cH:22][c:23]([CH3:30])[c:24]([C:27]([CH3:28])=[O:29])[cH:25][cH:26]1.[OH2:8].[c:9]1([CH3:10])[cH:11][cH:12][c:13]([S:14]([OH:15])(=[O:16])=[O:17])[cH:18][cH:19]1>>[C:1]([NH:2][N:3]=[C:27]([c:24]1[c:23]([CH3:30])[cH:22][c:21]([Cl:20])[cH:26][cH:25]1)[CH3:28])(=[O:4])[O:5][CH2:6][CH3:7]. The reactants are ClC1=NSN=C1C1=C(C=CC=C1Cl)Cl (3-chloro-4-(2,6-dichlorophenyl)-1, 2,5-thiadiazole), cuprous chloride, N (ammonia). Reagents/catalysts: [Cu] (copper). Solvent: CO (methanol). Run at temperature 120 celsius, time 24 hour. Product: NC1=NSN=C1C1=C(C=CC=C1Cl)Cl (3-amino- 4-(2,6-dichlorophenyl)-1, 2,5-thiadiazole). As a reaction SMILES: Cl[C:2]1[C:6]([C:7]2[C:12]([Cl:13])=[CH:11][CH:10]=[CH:9][C:8]=2[Cl:14])=[N:5][S:4][N:3]=1.[NH3:15]>CO.[Cu]>[NH2:15][C:2]1[C:6]([C:7]2[C:12]([Cl:13])=[CH:11][CH:10]=[CH:9][C:8]=2[Cl:14])=[N:5][S:4][N:3]=1. Procedure details: A solution in methanol containing 5.31 g of 3-chloro-4-(2,6-dichlorophenyl)-1, 2,5-thiadiazole, 1.91 g of copper powder and 1.97 g of cuprous chloride saturated with ammonia gas was placed in a stainless steel vessel. After sealing the vessel, the solution was stirred at 120° C. for 24 hours. After allowing the mixture to cool, insoluble materials were removed by filtration. The filtrate was concentrated and the residue was purified by silica gel column chromatography to obtain 2.19 g of 3-amino...